From a dataset of the Open Reaction Database (ORD), a public repository of structured organic reaction records. describe an organic reaction: reactants, conditions, products, and yield Starting materials: COCOC1=CC=C(C=C1)/C(=C/C(=O)OCC)/C (ethyl (E)-3-[4-(methoxymethoxy)phenyl]-2-butenoate), [OH-].[Na+] (sodium hydroxide). Solvent: CO (methanol). Product: COCOC1=CC=C(C=C1)/C(=C/C(=O)O)/C ((E)-3-[4-(methoxymethoxy)phenyl]-2-butenoic acid). The yield is 70.1%. As a reaction SMILES: [CH3:1][O:2][CH2:3][O:4][C:5]1[CH:10]=[CH:9][C:8](/[C:11](/[CH3:18])=[CH:12]/[C:13]([O:15]CC)=[O:14])=[CH:7][CH:6]=1.[OH-].[Na+]>CO>[CH3:1][O:2][CH2:3][O:4][C:5]1[CH:10]=[CH:9][C:8](/[C:11](/[CH3:18])=[CH:12]/[C:13]([OH:15])=[O:14])=[CH:7][CH:6]=1 |f:1.2|. Procedure details: A solution of ethyl (E)-3-[4-(methoxymethoxy)phenyl]-2-butenoate (3.79 g) in methanol was stirred with 0.76 mol/l aqueous sodium hydroxide at room temperature for 2 hours. Methanol was evaporated and 0.45 mol/l hydrochloric acid was added dropwise to the residue to precipitate a solid, which was then filtered, washed with water, and dried by heating under reduced pressure to give (E)-3-[4-(methoxymethoxy)phenyl]-2-butenoic acid (2.36 g, 70%) as a colorless solid. Product: CC(C)(C)OC(=O)N1CCCC1C(O)c1ccccn1. Reaction SMILES: [C:1](=[O:2])([O:3][C:4]([CH3:5])([CH3:6])[CH3:7])[N:8]1[CH2:9][CH2:10][CH2:11][CH2:12]1.[CH3:26][CH2:27][O:28][CH2:29][CH3:30].[CH:13]([Li:14])([CH2:15][CH3:16])[CH3:17].[n:18]1[c:19]([CH:24]=[O:25])[cH:20][cH:21][cH:22][cH:23]1>>[C:1](=[O:2])([O:3][C:4]([CH3:5])([CH3:6])[CH3:7])[N:8]1[CH2:9][CH2:10][CH2:11][CH:12]1[CH:24]([c:19]1[n:18][cH:23][cH:22][cH:21][cH:20]1)[OH:25]. Reactants: CC(C)(C)OC(=O)N1CCCC1, CCOCC, [Li]C(C)CC, O=Cc1ccccn1. Reactants: COc1cc(N=C=O)cc(OC)c1OC, NC(=O)c1ccccc1. Yields the product COc1cc(NC(=O)NC(=O)c2ccccc2)cc(OC)c1OC. RXN SMILES: [N:10](=[C:11]=[O:12])[c:13]1[cH:14][c:15]([O:23][CH3:24])[c:16]([O:21][CH3:22])[c:17]([O:19][CH3:20])[cH:18]1.[NH2:1][C:2](=[O:3])[c:4]1[cH:5][cH:6][cH:7][cH:8][cH:9]1>>[NH:1]([C:2](=[O:3])[c:4]1[cH:5][cH:6][cH:7][cH:8][cH:9]1)[C:11]([NH:10][c:13]1[cH:14][c:15]([O:23][CH3:24])[c:16]([O:21][CH3:22])[c:17]([O:19][CH3:20])[cH:18]1)=[O:12].